From a dataset of the Open Reaction Database (ORD), a public repository of structured organic reaction records. describe an organic reaction: reactants, conditions, products, and yield Starting materials: C1(=CC=CC=C1)P(C1=CC=CC=C1)C1=CC=CC=C1 (triphenylphosphine), CC1=C(C=C(C=C1)Br)B(O)O (2-methyl-5-bromo-phenylboronic acid), NC1=NC(=CC(=N1)Cl)Cl (2-amino-4,6-dichloropyrimidine), C([O-])([O-])=O.[Na+].[Na+] (sodium carbonate). Reagents/catalysts: C(C)(=O)[O-].[Pd+2].C(C)(=O)[O-] (palladium acetate). The solvent is O (water), O (water). Yields the product NC1=NC(=CC(=N1)Cl)C1=C(C=CC(=C1)Br)C (2-amino-4-chloro-6-(2-methyl-5-bromo-phenyl)-pyrimidine). Yield: 80.1%. Reaction SMILES: [CH3:1][C:2]1[CH:7]=[CH:6][C:5]([Br:8])=[CH:4][C:3]=1B(O)O.[NH2:12][C:13]1[N:18]=[C:17](Cl)[CH:16]=[C:15]([Cl:20])[N:14]=1.C(=O)([O-])[O-].[Na+].[Na+].C1(P(C2C=CC=CC=2)C2C=CC=CC=2)C=CC=CC=1>O.C([O-])(=O)C.[Pd+2].C([O-])(=O)C>[NH2:12][C:13]1[N:14]=[C:15]([Cl:20])[CH:16]=[C:17]([C:3]2[CH:4]=[C:5]([Br:8])[CH:6]=[CH:7][C:2]=2[CH3:1])[N:18]=1 |f:2.3.4,7.8.9|. Reported procedure: To a mixture of 2-methyl-5-bromo-phenylboronic acid (7.0 g, 32.6 mmol), 2-amino-4,6-dichloropyrimidine (6.95 g, 42.4 mmol), and degassed ethylene glycol dimethyl ether (150 ml) was added a solution of sodium carbonate (17.3 g, 163 mmol) in water (50 ml). The mixture was stirred vigorously and palladium acetate (0.73 g, 3.26 mmol) was added followed by triphenylphosphine (1.71 g, 6.52 mmol). After stirring for 16 hours, the mixture was diluted with water (100 ml) and extracted with ethyl acetate ... The reactants are CN(C)C=O, Cc1oc(-c2ccccc2)nc1CCl, [H-], [Na+], O, COC(=O)c1cc(O)no1. Product: COC(=O)c1cc(OCc2nc(-c3ccccc3)oc2C)no1. Reaction SMILES: [CH3:28][N:29]([CH3:30])[CH:31]=[O:32].[Cl:13][CH2:14][c:15]1[n:16][c:17](-[c:21]2[cH:22][cH:23][cH:24][cH:25][cH:26]2)[o:18][c:19]1[CH3:20].[H-:1].[Na+:2].[OH2:27].[OH:3][c:4]1[n:5][o:6][c:7]([C:9](=[O:10])[O:11][CH3:12])[cH:8]1>>[O:3]([c:4]1[n:5][o:6][c:7]([C:9](=[O:10])[O:11][CH3:12])[cH:8]1)[CH2:14][c:15]1[n:16][c:17](-[c:21]2[cH:22][cH:23][cH:24][cH:25][cH:26]2)[o:18][c:19]1[CH3:20].